Dataset: the Open Reaction Database (ORD), a public repository of structured organic reaction records. Task: describe an organic reaction: reactants, conditions, products, and yield The product is C(#N)C1=CC(=C(C(=O)OCC)C=C1OCC)OCC (ethyl 4-cyano-2,5-diethoxy-benzoate). The reagents and catalysts are [C-]#N.[Zn+2].[C-]#N (zinc cyanide), C=1C=CC(=CC1)[P](C=2C=CC=CC2)(C=3C=CC=CC3)[Pd]([P](C=4C=CC=CC4)(C=5C=CC=CC5)C=6C=CC=CC6)([P](C=7C=CC=CC7)(C=8C=CC=CC8)C=9C=CC=CC9)[P](C=1C=CC=CC1)(C=1C=CC=CC1)C=1C=CC=CC1 (tetrakis(triphenylphosphine)palladium(0)). Conditions: temperature 80 celsius. RXN SMILES: Br[C:2]1[C:12]([O:13][CH2:14][CH3:15])=[CH:11][C:5]([C:6]([O:8][CH2:9][CH3:10])=[O:7])=[C:4]([O:16][CH2:17][CH3:18])[CH:3]=1.[CH3:19][N:20](C)C=O>[C-]#N.[Zn+2].[C-]#N.C1C=CC([P]([Pd]([P](C2C=CC=CC=2)(C2C=CC=CC=2)C2C=CC=CC=2)([P](C2C=CC=CC=2)(C2C=CC=CC=2)C2C=CC=CC=2)[P](C2C=CC=CC=2)(C2C=CC=CC=2)C2C=CC=CC=2)(C2C=CC=CC=2)C2C=CC=CC=2)=CC=1.O>[C:19]([C:2]1[C:12]([O:13][CH2:14][CH3:15])=[CH:11][C:5]([C:6]([O:8][CH2:9][CH3:10])=[O:7])=[C:4]([O:16][CH2:17][CH3:18])[CH:3]=1)#[N:20] |f:2.3.4,^1:32,34,53,72|. The reactants are BrC1=CC(=C(C(=O)OCC)C=C1OCC)OCC (Ethyl 4-bromo-2,5-diethoxybenzoate), CN(C=O)C (Dimethylformamide). Isolated yield 81.0%. Procedure: Ethyl 4-bromo-2,5-diethoxybenzoate (0.615 g, 1.94 mmol), zinc cyanide (0.137 g, 1.17 mmol) and tetrakis(triphenylphosphine)palladium(0) (0.157 g, 0.136 mmol) were combined under nitrogen in a flame-dried Schlenk tube. Dimethylformamide (7 mL) was added and the reaction mixture was put through three freeze-pump-thaw cycles and then put under a nitrogen atmosphere and heated at 80° C. for 16 h. After cooling to room temperature, water (50 mL) was added and the resulting mixture was extracted with ... Solvent: O (water). Starting materials: COC(CC1=C2C(=C(C(=NC2=C(C=C1)Cl)C)SC1=CC=C(C=C1)Cl)C)=O ([8-chloro-3-(4-chlorophenylsulfanyl)-2,4-dimethylquinolin-5-yl]acetic acid methyl ester), CO (methanol), [OH-].[Li+] (lithium hydroxide). Run in O (water). Run at time 17 hour. Product: ClC=1C=CC(=C2C(=C(C(=NC12)C)SC1=CC=C(C=C1)Cl)C)CC(=O)O ([8-chloro-3-(4-chlorophenylsulfanyl)-2,4-dimethylquinolin-5-yl]acetic Acid). As a reaction SMILES: C[O:2][C:3](=[O:26])[CH2:4][C:5]1[CH:14]=[CH:13][C:12]([Cl:15])=[C:11]2[C:6]=1[C:7]([CH3:25])=[C:8]([S:17][C:18]1[CH:23]=[CH:22][C:21]([Cl:24])=[CH:20][CH:19]=1)[C:9]([CH3:16])=[N:10]2.CO.[OH-].[Li+]>O>[Cl:15][C:12]1[CH:13]=[CH:14][C:5]([CH2:4][C:3]([OH:26])=[O:2])=[C:6]2[C:11]=1[N:10]=[C:9]([CH3:16])[C:8]([S:17][C:18]1[CH:23]=[CH:22][C:21]([Cl:24])=[CH:20][CH:19]=1)=[C:7]2[CH3:25] |f:2.3|. Procedure: A mixture of [8-chloro-3-(4-chlorophenylsulfanyl)-2,4-dimethylquinolin-5-yl]acetic acid methyl ester (0.040 g), methanol (2.0 mL), water (0.4 mL) and saturated aqueous lithium hydroxide solution (0.2 mL) was stirred at room temperature for 17 hours. The solvent was removed under reduced pressure and the residue diluted with water (2.0 mL) and then the pH adjusted to 4 by the addition of glacial acetic acid. The resulting precipitate was collected by filtration, washed with water and dried to aff... Starting materials: O=C1CCCCCCN1, CCCCCCCCCCCCN, O=P(Cl)(Cl)Cl, c1ccccc1. As a reaction SMILES: [C:1]1(=[O:9])[CH2:2][CH2:3][CH2:4][CH2:5][CH2:6][CH2:7][NH:8]1.[CH2:15]([CH2:16][CH2:17][CH2:18][CH2:19][CH2:20][CH2:21][CH2:22][CH2:23][CH2:24][CH2:25][CH3:26])[NH2:27].[P:10]([Cl:11])([Cl:12])([Cl:13])=[O:14].[cH:28]1[cH:29][cH:30][cH:31][cH:32][cH:33]1>>[C:1]1(=[N:27][CH2:15][CH2:16][CH2:17][CH2:18][CH2:19][CH2:20][CH2:21][CH2:22][CH2:23][CH2:24][CH2:25][CH3:26])[CH2:2][CH2:3][CH2:4][CH2:5][CH2:6][CH2:7][NH:8]1. Yields the product CCCCCCCCCCCCN=C1CCCCCCN1. Starting materials: ClC1=NC(=NN2C1=CC=C2)SC (4-Chloro-2-methylsulfanyl-pyrrolo[2,1-f][1,2,4]triazine), O1CCCC1 (Tetrahydrofuran), BrN1C(CCC1=O)=O (N-Bromosuccinimide). Run in CO (Methanol). Run at time 1 hour. The product is BrC1=CC=C2C(=NC(=NN21)SC)Cl (7-Bromo-4-chloro-2-methylsulfanyl-pyrrolo[2,1-f][1,2,4]triazine). Reaction SMILES: [Cl:1][C:2]1[C:7]2=[CH:8][CH:9]=[CH:10][N:6]2[N:5]=[C:4]([S:11][CH3:12])[N:3]=1.O1CCCC1.[Br:18]N1C(=O)CCC1=O>CO>[Br:18][C:10]1[N:6]2[C:7]([C:2]([Cl:1])=[N:3][C:4]([S:11][CH3:12])=[N:5]2)=[CH:8][CH:9]=1. Procedure details: Into a Round bottom flask, [A] 4-Chloro-2-methylsulfanyl-pyrrolo[2,1-f][1,2,4]triazine (25.47 g, 0.1276 mol), Tetrahydrofuran (1000 mL), and Methanol (640 mL) were added. N-Bromosuccinimide (22.7 g, 0.128 mol) was added portionwise to the reaction for 1 hour at 0° C. The reaction was stirred at room temperature for 1 hour and the solvent was removed under vacuum. The solid was partitioned with water and DCM (500 mL). The organic was separated, washed with Brine, and dried over magnesium sulfate.... Reactants: [Al+3], COc1ccc(C(=O)c2ccc(Br)cc2)cc1, Cc1ccccc1, [Cl-], [Cl-], [Cl-], Cl, N#N. Yields the product O=C(c1ccc(O)cc1)c1ccc(Br)cc1. Reaction SMILES: [Al+3:19].[Br:1][c:2]1[cH:3][cH:4][c:5]([C:8](=[O:9])[c:10]2[cH:11][cH:12][c:13]([O:16][CH3:17])[cH:14][cH:15]2)[cH:6][cH:7]1.[CH3:25][c:26]1[cH:27][cH:28][cH:29][cH:30][cH:31]1.[Cl-:18].[Cl-:20].[Cl-:21].[ClH:24].[N:22]#[N:23]>>[Br:1][c:2]1[cH:3][cH:4][c:5]([C:8](=[O:9])[c:10]2[cH:11][cH:12][c:13]([OH:16])[cH:14][cH:15]2)[cH:6][cH:7]1. Reactants: C(C)OC(=C)C=1C=CC=2N(N1)C(=NN2)C(C)C=2C(=C1C=CC=NC1=CC2F)F (6-{1-[6-(1-ethoxy-vinyl)-[1,2,4]triazolo[4,3-b]pyridazin-3-yl]-ethyl}-5,7-difluoro-quinoline), Cl (HCl). Solvent: CC(=O)O (HOAc). Conditions: time 8 hour. Product: FC1=C2C=CC=NC2=CC(=C1C(C)C1=NN=C2N1N=C(C=C2)C(C)=O)F (1-{3-[1-(5,7-Difluoro-quinolin-6-yl)-ethyl]-[1,2,4]triazolo[4,3-b]pyridazin-6-yl}-ethanone). RXN SMILES: C([O:3][C:4]([C:6]1[CH:7]=[CH:8][C:9]2[N:10]([C:12]([CH:15]([C:17]3[C:18]([F:28])=[C:19]4[C:24](=[CH:25][C:26]=3[F:27])[N:23]=[CH:22][CH:21]=[CH:20]4)[CH3:16])=[N:13][N:14]=2)[N:11]=1)=[CH2:5])C.Cl>CC(O)=O>[F:28][C:18]1[C:17]([CH:15]([C:12]2[N:10]3[N:11]=[C:6]([C:4](=[O:3])[CH3:5])[CH:7]=[CH:8][C:9]3=[N:14][N:13]=2)[CH3:16])=[C:26]([F:27])[CH:25]=[C:24]2[C:19]=1[CH:20]=[CH:21][CH:22]=[N:23]2. Reported procedure: The crude 6-{1-[6-(1-ethoxy-vinyl)-[1,2,4]triazolo[4,3-b]pyridazin-3-yl]-ethyl}-5,7-difluoro-quinoline obtained from the previous step was dissolved in HOAc (50 mL), 3N HCl aqueous solution (5 mL) was added. The reaction mixture was stirred at rt overnight. LC/MS showed the reaction was complete. Solvent was removed under reduced pressure. EtOAc was added, and cold 1N NaOH aqueous solution was added slowly until pH 8-9. The mixture was extracted with EtOAc, and the combined organic layers were d... The reactants are O=C([O-])[O-], COCCOC, ClCCl, [Cs+], [Cs+], C[Si](C)(C)CCOCn1ncc2cc(I)ccc21, O, OB(O)c1cccnc1. Product: C[Si](C)(C)CCOCn1ncc2cc(-c3cccnc3)ccc21. Reaction SMILES: [C:31](=[O:32])([O-:33])[O-:34].[CH3:37][O:38][CH2:39][CH2:40][O:41][CH3:42].[Cl:1][CH2:2][Cl:3].[Cs+:35].[Cs+:36].[I:4][c:5]1[cH:6][c:7]2[cH:8][n:9][n:10]([CH2:14][O:15][CH2:16][CH2:17][Si:18]([CH3:19])([CH3:20])[CH3:21])[c:11]2[cH:12][cH:13]1.[OH2:43].[n:22]1[cH:23][c:24]([B:28]([OH:29])[OH:30])[cH:25][cH:26][cH:27]1>>[c:5]1(-[c:24]2[cH:23][n:22][cH:27][cH:26][cH:25]2)[cH:6][c:7]2[cH:8][n:9][n:10]([CH2:14][O:15][CH2:16][CH2:17][Si:18]([CH3:19])([CH3:20])[CH3:21])[c:11]2[cH:12][cH:13]1.